describe an organic reaction: reactants, conditions, products, and yield From a dataset of the Open Reaction Database (ORD), a public repository of structured organic reaction records. The reactants are O=C(Br)CBr, ClCCl, Nc1ccc(I)cc1C(=O)c1ccccc1Cl, [Na+], [Na+], O=C([O-])[O-]. Product: O=C(CBr)Nc1ccc(I)cc1C(=O)c1ccccc1Cl. Reaction SMILES: [Br:1][CH2:2][C:3](=[O:4])[Br:5].[CH2:29]([Cl:30])[Cl:31].[NH2:6][c:7]1[c:8]([C:14](=[O:15])[c:16]2[c:17]([Cl:22])[cH:18][cH:19][cH:20][cH:21]2)[cH:9][c:10]([I:13])[cH:11][cH:12]1.[Na+:23].[Na+:24].[O-:25][C:26](=[O:27])[O-:28]>>[Br:1][CH2:2][C:3](=[O:4])[NH:6][c:7]1[c:8]([C:14](=[O:15])[c:16]2[c:17]([Cl:22])[cH:18][cH:19][cH:20][cH:21]2)[cH:9][c:10]([I:13])[cH:11][cH:12]1. Reactants: FC=1C=CC(=C(C1)O)[N+](=O)[O-] (5-fluoro-2-nitrophenol), C(C1=CC=CC=C1)Br (benzyl bromide), C([O-])([O-])=O.[K+].[K+] (potassium carbonate), [I-].[Na+] (sodium iodide). The solvent is CC(=O)C (acetone). The product is C(C1=CC=CC=C1)OC1=C(C=CC(=C1)F)[N+](=O)[O-] (2-(benzyloxy)-4-fluoro-1-nitrobenzene). Yield: 104.3%. RXN SMILES: [F:1][C:2]1[CH:3]=[CH:4][C:5]([N+:9]([O-:11])=[O:10])=[C:6]([OH:8])[CH:7]=1.[CH2:12](Br)[C:13]1[CH:18]=[CH:17][CH:16]=[CH:15][CH:14]=1.C(=O)([O-])[O-].[K+].[K+].[I-].[Na+]>CC(C)=O>[CH2:12]([O:8][C:6]1[CH:7]=[C:2]([F:1])[CH:3]=[CH:4][C:5]=1[N+:9]([O-:11])=[O:10])[C:13]1[CH:18]=[CH:17][CH:16]=[CH:15][CH:14]=1 |f:2.3.4,5.6|. Procedure details: To a solution of 5-fluoro-2-nitrophenol (8.05 g, 51.2 mmol) in acetone (100 mL) were added benzyl bromide (8.90 g, 52.0 mmol), potassium carbonate (11.0 g, 79.3 mmol) and sodium iodide (1.51 g, 10.1 mmol) at room temperature, and the mixture was heated under reflux for 2.5 hr. The reaction mixture was cooled to room temperature, the inorganic salt was filtered off, and the filtrate was concentrated. The residue was dissolved in ethyl acetate (150 mL), and the mixture was washed with water (150 m... Reactants: O=C([O-])[O-], COC(=O)c1ccc(Br)c(OCC2CC2)n1, Cc1ccccc1, NC1CC1, [Cs+], [Cs+], O=C(C=Cc1ccccc1)C=Cc1ccccc1, O=C(C=Cc1ccccc1)C=Cc1ccccc1, O=C(C=Cc1ccccc1)C=Cc1ccccc1, [Pd], [Pd], c1ccc(P(c2ccccc2)c2cc3ccccc3c(-c3cccc4ccccc34)c2P(c2ccccc2)c2ccccc2)cc1. Product: COC(=O)c1ccc(NC2CC2)c(OCC2CC2)n1. Reaction SMILES: [C:51](=[O:52])([O-:53])[O-:54].[CH3:57][O:58][C:59](=[O:60])[c:61]1[n:62][c:63]([O:68][CH2:69][CH:70]2[CH2:71][CH2:72]2)[c:64]([Br:67])[cH:65][cH:66]1.[CH3:73][c:74]1[cH:75][cH:76][cH:77][cH:78][cH:79]1.[CH:1]1([NH2:4])[CH2:2][CH2:3]1.[Cs+:55].[Cs+:56].[O:100]=[C:101]([CH:102]=[CH:103][c:104]1[cH:105][cH:106][cH:107][cH:108][cH:109]1)[CH:110]=[CH:111][c:112]1[cH:113][cH:114][cH:115][cH:116][cH:117]1.[O:118]=[C:119]([CH:120]=[CH:121][c:122]1[cH:123][cH:124][cH:125][cH:126][cH:127]1)[CH:128]=[CH:129][c:130]1[cH:131][cH:132][cH:133][cH:134][cH:135]1.[O:82]=[C:83]([CH:84]=[CH:85][c:86]1[cH:87][cH:88][cH:89][cH:90][cH:91]1)[CH:92]=[CH:93][c:94]1[cH:95][cH:96][cH:97][cH:98][cH:99]1.[Pd:80].[Pd:81].[c:5]1([P:6]([c:7]2[c:8]([P:9]([c:10]3[cH:11][cH:12][cH:13][cH:14][cH:15]3)[c:16]3[cH:17][cH:18][cH:19][cH:20][cH:21]3)[c:22](-[c:23]3[c:24]4[c:25]([cH:26][cH:27][cH:28][cH:29]4)[cH:30][cH:31][cH:32]3)[c:33]3[c:34]([cH:35]2)[cH:36][cH:37][cH:38][cH:39]3)[c:40]2[cH:41][cH:42][cH:43][cH:44][cH:45]2)[cH:46][cH:47][cH:48][cH:49][cH:50]1>>[CH:1]1([NH:4][c:64]2[c:63]([O:68][CH2:69][CH:70]3[CH2:71][CH2:72]3)[n:62][c:61]([C:59]([O:58][CH3:57])=[O:60])[cH:66][cH:65]2)[CH2:2][CH2:3]1. Starting materials: CN1CCC(c2c[nH]c3ccc(O)cc23)CC1, COc1ccc(S(=O)(=O)Cl)cc1, [Na+], [OH-]. The product is COc1ccc(S(=O)(=O)Oc2ccc3[nH]cc(C4CCN(C)CC4)c3c2)cc1. As a reaction SMILES: [CH3:13][N:14]1[CH2:15][CH2:16][CH:17]([c:20]2[cH:21][nH:22][c:23]3[cH:24][cH:25][c:26]([OH:29])[cH:27][c:28]23)[CH2:18][CH2:19]1.[CH3:1][O:2][c:3]1[cH:4][cH:5][c:6]([S:9](=[O:10])(=[O:11])[Cl:12])[cH:7][cH:8]1.[Na+:31].[OH-:30]>>[CH3:1][O:2][c:3]1[cH:4][cH:5][c:6]([S:9](=[O:10])(=[O:11])[O:29][c:26]2[cH:25][cH:24][c:23]3[nH:22][cH:21][c:20]([CH:17]4[CH2:16][CH2:15][N:14]([CH3:13])[CH2:19][CH2:18]4)[c:28]3[cH:27]2)[cH:7][cH:8]1. The product is C(C)OC(C=CC1=CC(=NO1)C(CC(C)C)NC(=O)OCC1=CC=CC=C1)=O (3-[3-(1-Benzyloxycarbonylamino-3-methyl-butyl)-isoxazol-5-yl]-acrylic acid ethyl ester). Reactants: C(C1=CC=CC=C1)OC(NC(CC(C)C)C1=NOC(=C1)C=O)=O ([1-(5-formyl-isoxazol-3-yl)-3-methyl-butyl]-carbamic acid benzyl ester), N1=CC=CC=C1 (pyridine), C(CC(=O)O)(=O)OCC (ethyl hydrogen malonate). Conditions: temperature 550 celsius. The yield is 95.5%. As a reaction SMILES: [CH2:1]([O:8][C:9](=[O:23])[NH:10][CH:11]([C:16]1[CH:20]=[C:19]([CH:21]=O)[O:18][N:17]=1)[CH2:12][CH:13]([CH3:15])[CH3:14])[C:2]1[CH:7]=[CH:6][CH:5]=[CH:4][CH:3]=1.N1C=CC=CC=1.[C:30]([O:36][CH2:37][CH3:38])(=[O:35])[CH2:31]C(O)=O>O>[CH2:37]([O:36][C:30](=[O:35])[CH:31]=[CH:21][C:19]1[O:18][N:17]=[C:16]([CH:11]([NH:10][C:9]([O:8][CH2:1][C:2]2[CH:3]=[CH:4][CH:5]=[CH:6][CH:7]=2)=[O:23])[CH2:12][CH:13]([CH3:14])[CH3:15])[CH:20]=1)[CH3:38]. Solvent: O (water). Procedure: A stirred mixture of [1-(5-formyl-isoxazol-3-yl)-3-methyl-butyl]-carbamic acid benzyl ester (407 mg, 1.3 mmol), pyridine (10 ml) and ethyl hydrogen malonate (255 mg, 1.9 mmol) was warmed to 550° C. After 2 days the mixture was cooled to room temperature, poured into water and extracted into EtOAc (3×). The combined organics were washed with 1N HCl, water, and brine; dried over NaSO4, filtered and concentrated under reduced pressure to give 480 mg of a yellow oil. Purification by Flash 40(small) ... Starting materials: CCOC(C)=O, [H][H], O=[N+]([O-])c1ccc(CN2CCOCC2)cc1. Yields the product Nc1ccc(CN2CCOCC2)cc1. As a reaction SMILES: [CH3:19][CH2:20][O:21][C:22](=[O:23])[CH3:24].[H:17][H:18].[N+:1]([O-:2])(=[O:3])[c:4]1[cH:5][cH:6][c:7]([CH2:8][N:9]2[CH2:10][CH2:11][O:12][CH2:13][CH2:14]2)[cH:15][cH:16]1>>[NH2:1][c:4]1[cH:5][cH:6][c:7]([CH2:8][N:9]2[CH2:10][CH2:11][O:12][CH2:13][CH2:14]2)[cH:15][cH:16]1. Reactants: FC1=CC=C(C=C1)N1N=CC(=C1)C(=O)OCC (Ethyl 1-(4-fluorophenyl)pyrazole-4-carboxylate), [OH-].[Na+] (sodium hydroxide). The solvent is C(C)O (ethanol), O (water). Run at time 30 minute. The product is FC1=CC=C(C=C1)N1N=CC(=C1)C(=O)O (1-(4-Fluorophenyl)pyrazole-4-carboxylic acid). The yield is 95.4%. RXN SMILES: [F:1][C:2]1[CH:7]=[CH:6][C:5]([N:8]2[CH:12]=[C:11]([C:13]([O:15]CC)=[O:14])[CH:10]=[N:9]2)=[CH:4][CH:3]=1.[OH-].[Na+]>C(O)C.O>[F:1][C:2]1[CH:3]=[CH:4][C:5]([N:8]2[CH:12]=[C:11]([C:13]([OH:15])=[O:14])[CH:10]=[N:9]2)=[CH:6][CH:7]=1 |f:1.2|. Procedure details: Ethyl 1-(4-fluorophenyl)pyrazole-4-carboxylate (10.6 g) was dissolved in a mixed solvent of ethanol (80 ml) and water (80 ml), and sodium hydroxide (2.2 g) was added. The mixture was stirred at a refluxing temperature for 30 min. After evaporation of ethanol, dilute hydrochloric acid was added to the residue. The obtained solid was recrystallized from aqueous methanol solution to give the title compound (8.9 g), melting point: 244–247° C. The reactants are ClCCl, CCOCC, O=[Cr](=O)([O-])Cl, OCc1ccc2c(c1)C(CCc1ccccc1)CO2, c1cc[nH+]cc1. Yields the product O=Cc1ccc2c(c1)C(CCc1ccccc1)CO2. Reaction SMILES: [CH2:36]([Cl:37])[Cl:38].[CH3:31][CH2:32][O:33][CH2:34][CH3:35].[O:1]=[Cr:2]([Cl:3])([O-:4])=[O:5].[c:12]1([CH2:18][CH2:19][CH:20]2[CH2:21][O:22][c:23]3[c:24]2[cH:25][c:26]([CH2:29][OH:30])[cH:27][cH:28]3)[cH:13][cH:14][cH:15][cH:16][cH:17]1.[nH+:6]1[cH:7][cH:8][cH:9][cH:10][cH:11]1>>[c:12]1([CH2:18][CH2:19][CH:20]2[CH2:21][O:22][c:23]3[c:24]2[cH:25][c:26]([CH:29]=[O:30])[cH:27][cH:28]3)[cH:13][cH:14][cH:15][cH:16][cH:17]1. RXN SMILES: [C:17](=[O:18])([O-:19])[O-:20].[CH3:23][N:24]([CH3:25])[CH:26]=[O:27].[CH3:28][CH2:29][O:30][C:31](=[O:32])[CH3:33].[F:1][c:2]1[c:3]([N+:9](=[O:10])[O-:11])[cH:4][cH:5][c:6]([F:8])[cH:7]1.[K+:21].[K+:22].[nH:12]1[n:13][cH:14][n:15][cH:16]1>>[F:1][c:2]1[c:3]([N+:9](=[O:10])[O-:11])[cH:4][cH:5][c:6](-[n:12]2[n:13][cH:14][n:15][cH:16]2)[cH:7]1. Reactants: O=C([O-])[O-], CN(C)C=O, CCOC(C)=O, O=[N+]([O-])c1ccc(F)cc1F, [K+], [K+], c1nc[nH]n1. Product: O=[N+]([O-])c1ccc(-n2cncn2)cc1F. Reactants: C1(=CC=C(C=C1)C(=O)Cl)C1=CC=CC=C1 (biphenyl-4-carboxylic acid chloride), C(C)N(C(C=C)=O)CC (N,N-diethylacrylamide). Run at temperature 120 celsius, time 50 minute. Product: C(C)N(C(C=CC1=CC=C(C=C1)C1=CC=CC=C1)=O)CC (4-Phenylcinnamic acid N,N-diethylamide). As a reaction SMILES: [C:1]1([C:10]2[CH:15]=[CH:14][CH:13]=[CH:12][CH:11]=2)[CH:6]=[CH:5][C:4]([C:7](Cl)=O)=[CH:3][CH:2]=1.[CH2:16]([N:18]([CH2:23][CH3:24])[C:19](=[O:22])[CH:20]=C)[CH3:17]>>[CH2:16]([N:18]([CH2:23][CH3:24])[C:19](=[O:22])[CH:20]=[CH:7][C:4]1[CH:5]=[CH:6][C:1]([C:10]2[CH:15]=[CH:14][CH:13]=[CH:12][CH:11]=2)=[CH:2][CH:3]=1)[CH3:17]. Procedure: This compound is prepared from 10.83 g (50 millimols) of biphenyl-4-carboxylic acid chloride and 7.94 g (62.5 millimols) of N,N-diethylacrylamide, the mixture being stirred for 50 minutes at 120° C. The crude product is extracted, in a Soxhlet extractor, with 125 ml of n-hexane, and is recrystallised once from diethyl ether. 8.5 g (15% of theory) of pale yellow crystals, melting point 113.3° C., are obtained. Analysis for C10H21NO: calculated C 81.72%, H 7.53%, N 5.02%; found C 81.44%, H 7.50%, ...